From a dataset of the Open Reaction Database (ORD), a public repository of structured organic reaction records. describe an organic reaction: reactants, conditions, products, and yield Starting materials: C1=CC(=CC=C1/C=C/C(=O)O)O (Coumaric acid), C1CCC(CC1)N=C=NC2CCCCC2 (DCC). Reagents/catalysts: CN(C)C=1C=CN=CC1 (DMAP). Run in C(CC)O (1-propanol), C(C)(=O)OCC (ethyl acetate). Conditions: temperature 50 celsius, time 24 hour. The product is C(\C=C\C1=CC=C(C=C1)O)(=O)OCCC (Propyl Coumarate). Isolated yield 71.0%. As a reaction SMILES: [CH:1]1[C:6](/[CH:7]=[CH:8]/[C:9]([OH:11])=[O:10])=[CH:5][CH:4]=[C:3]([OH:12])[CH:2]=1.[CH2:13]1[CH2:18]CC(N=C=NC2CCCCC2)C[CH2:14]1>C(O)CC.CN(C1C=CN=CC=1)C.C(OCC)(=O)C>[C:9]([O:11][CH2:14][CH2:13][CH3:18])(=[O:10])/[CH:8]=[CH:7]/[C:6]1[CH:5]=[CH:4][C:3]([OH:12])=[CH:2][CH:1]=1. Procedure details: Coumaric acid (0.030 mol) is dissolved in 1-propanol (0334 mol) in a 100 ml round bottom flask. DCC (0.033 mol) is added followed by DMAP (0.003 mol). The mixture is stirred at 50° C. for 24 hours, filtered and the propanol removed under reduced vacuum to leave an oily solid which is taken up in ethyl acetate, washed with saturated aqueous NaHCO3 and distilled water, the ethyl acetate layer dried over MgSO4 to leave after removal of the ethyl acetate the desired product as a pale yellow solid in... The reactants are CCOC(C)=O, O=N[O-], Nc1cc(C2CNC(=O)C2)c(Br)cc1Cl, [Na+], O, O=S(=O)(O)O. Yields the product O=C1CC(c2ccc(Cl)cc2Br)CN1. RXN SMILES: [C:17]([O:18][CH2:19][CH3:20])(=[O:21])[CH3:22].[N:23]([O-:24])=[O:25].[NH2:1][c:2]1[cH:3][c:4]([CH:10]2[CH2:11][C:12](=[O:15])[NH:13][CH2:14]2)[c:5]([Br:9])[cH:6][c:7]1[Cl:8].[Na+:26].[OH2:16].[S:27](=[O:28])(=[O:29])([OH:30])[OH:31]>>[cH:2]1[cH:3][c:4]([CH:10]2[CH2:11][C:12](=[O:15])[NH:13][CH2:14]2)[c:5]([Br:9])[cH:6][c:7]1[Cl:8]. Reactants: NC1=CC=C(CC2=NC=3N(C(N(C(C3N2)=O)CC2=C(C=CC=C2)F)=O)CCCC)C=C1 (8-(4-amino-benzyl)-3-butyl-1-(2-fluoro-benzyl)-3,7-dihydro-purine-2,6-dione), COC=1C=C(C=CC1OC)S(=O)(=O)Cl (3,4-dimethoxy-benzenesulfonyl chloride). Product: C(CCC)N1C(N(C(C=2NC(=NC12)CC1=CC=C(C=C1)NS(=O)(=O)C1=CC(=C(C=C1)OC)OC)=O)CC1=C(C=CC=C1)F)=O (N-{4-[3-Butyl-1-(2-fluoro-benzyl)-2,6-dioxo-2,3,6,7-tetrahydro-1H-purin-8-ylmethyl]-phenyl}-3,4-dimethoxy-benzenesulfonamide). As a reaction SMILES: [NH2:1][C:2]1[CH:31]=[CH:30][C:5]([CH2:6][C:7]2[NH:15][C:14]3[C:13](=[O:16])[N:12]([CH2:17][C:18]4[CH:23]=[CH:22][CH:21]=[CH:20][C:19]=4[F:24])[C:11](=[O:25])[N:10]([CH2:26][CH2:27][CH2:28][CH3:29])[C:9]=3[N:8]=2)=[CH:4][CH:3]=1.[CH3:32][O:33][C:34]1[CH:35]=[C:36]([S:42](Cl)(=[O:44])=[O:43])[CH:37]=[CH:38][C:39]=1[O:40][CH3:41]>>[CH2:26]([N:10]1[C:9]2[N:8]=[C:7]([CH2:6][C:5]3[CH:4]=[CH:3][C:2]([NH:1][S:42]([C:36]4[CH:37]=[CH:38][C:39]([O:40][CH3:41])=[C:34]([O:33][CH3:32])[CH:35]=4)(=[O:44])=[O:43])=[CH:31][CH:30]=3)[NH:15][C:14]=2[C:13](=[O:16])[N:12]([CH2:17][C:18]2[CH:23]=[CH:22][CH:21]=[CH:20][C:19]=2[F:24])[C:11]1=[O:25])[CH2:27][CH2:28][CH3:29]. Procedure details: Prepared from 8-(4-amino-benzyl)-3-butyl-1-(2-fluoro-benzyl)-3,7-dihydro-purine-2,6-dione and 3,4-dimethoxy-benzenesulfonyl chloride. Purity (ELSD, based on MW=621.7)=94%. Reactants: O1CCN(CC1)C1=CC=C(C=C1)C1=CC2=NC=CN=C2C(=N1)NCC1CN(CCS1)C(=O)OC(C)(C)C (tert-butyl 2-((7-(4-morpholinophenyl)pyrido[4,3-b]pyrazin-5-ylamino)methyl)thiomorpholine-4-carboxylate), ClC=1C=C(C(=O)OO)C=CC1 (3-chloroperoxybenzoic acid), S(=S)(=O)([O-])[O-].[Na+].[Na+] (sodium thiosulfate). Solvent: C(Cl)Cl (CH2Cl2). Reaction conditions: time 3 hour. Product: O1CCN(CC1)C1=CC=C(C=C1)C1=CC2=NC=CN=C2C(=N1)NCC1CN(CCS1(=O)=O)C(=O)OC(C)(C)C (tert-butyl 2-((7-(4-morpholinophenyl)pyrido[4,3-b]pyrazin-5-ylamino)methyl)-1,1-dioxo-thiomorpholine-4-carboxylate). As a reaction SMILES: [O:1]1[CH2:6][CH2:5][N:4]([C:7]2[CH:12]=[CH:11][C:10]([C:13]3[N:22]=[C:21]([NH:23][CH2:24][CH:25]4S[CH2:29][CH2:28][N:27]([C:31]([O:33][C:34]([CH3:37])([CH3:36])[CH3:35])=[O:32])[CH2:26]4)[C:20]4[C:15](=[N:16][CH:17]=[CH:18][N:19]=4)[CH:14]=3)=[CH:9][CH:8]=2)[CH2:3][CH2:2]1.ClC1C=C(C=CC=1)C(OO)=O.[S:49]([O-:53])([O-])(=[O:51])=S.[Na+].[Na+]>C(Cl)Cl>[O:1]1[CH2:6][CH2:5][N:4]([C:7]2[CH:12]=[CH:11][C:10]([C:13]3[N:22]=[C:21]([NH:23][CH2:24][CH:25]4[S:49](=[O:53])(=[O:51])[CH2:29][CH2:28][N:27]([C:31]([O:33][C:34]([CH3:35])([CH3:37])[CH3:36])=[O:32])[CH2:26]4)[C:20]4[C:15](=[N:16][CH:17]=[CH:18][N:19]=4)[CH:14]=3)=[CH:9][CH:8]=2)[CH2:3][CH2:2]1 |f:2.3.4|. Procedure details: To a solution of tert-butyl 2-((7-(4-morpholinophenyl)pyrido[4,3-b]pyrazin-5-ylamino)methyl)thiomorpholine-4-carboxylate (178 mg, 0.34 mmol) in CH2Cl2 (5 mL) was added 3-chloroperoxybenzoic acid (70%, 251 mg, 1.02 mmol) at 0° C. The resulting mixture was stirred at room temperature for 3 hours, and subsequently, a saturated aqueous sodium thiosulfate solution was added and the mixture was stirred for another 30 minutes. The layers were separated and the aqueous layer was extracted twice with EtO...